This data is from the Open Reaction Database (ORD), a public repository of structured organic reaction records. The task is: describe an organic reaction: reactants, conditions, products, and yield The reactants are CO (methanol), C1=CC=C2C(=C1)C(=O)C(C2=O)(O)O (ninhydrin), [N+](=O)([O-])C1=C(OCCOC2=C(C=C(C=C2)OCC2=CC=CC=C2)[N+](=O)[O-])C=CC(=C1)OCC1=CC=CC=C1 (1,2-bis-(2-nitro-4-benzyloxyphenoxy)ethane), C(Cl)(Cl)Cl (chloroform). The reagents and catalysts are [Pt] (platinum on charcoal). The solvent is C(Cl)Cl (CH2Cl2). Reaction conditions: time 6 hour. The product is NC1=C(OCCOC2=C(C=C(C=C2)OCC2=CC=CC=C2)N)C=CC(=C1)OCC1=CC=CC=C1 (1,2-bis-(2-amino-4-benzyloxyphenoxy)ethane). Yield: 90.0%. RXN SMILES: [N+:1]([C:4]1[CH:30]=[C:29]([O:31][CH2:32][C:33]2[CH:38]=[CH:37][CH:36]=[CH:35][CH:34]=2)[CH:28]=[CH:27][C:5]=1[O:6][CH2:7][CH2:8][O:9][C:10]1[CH:15]=[CH:14][C:13]([O:16][CH2:17][C:18]2[CH:23]=[CH:22][CH:21]=[CH:20][CH:19]=2)=[CH:12][C:11]=1[N+:24]([O-])=O)([O-])=O.CO.C(Cl)(Cl)Cl.C1C=C2C(C(O)(O)C(=O)C2=CC=1)=O>C(Cl)Cl.[Pt]>[NH2:24][C:11]1[CH:12]=[C:13]([O:16][CH2:17][C:18]2[CH:23]=[CH:22][CH:21]=[CH:20][CH:19]=2)[CH:14]=[CH:15][C:10]=1[O:9][CH2:8][CH2:7][O:6][C:5]1[CH:27]=[CH:28][C:29]([O:31][CH2:32][C:33]2[CH:38]=[CH:37][CH:36]=[CH:35][CH:34]=2)=[CH:30][C:4]=1[NH2:1]. Procedure details: Compound 9 (40 g, 77.5 mmol) is dissolved in 400 mL of CH2Cl2 and 1.5 g 5% platinum on charcoal is added. The reaction is shaken under 40 psi H2 for six hours until the reaction is judged complete using thin layer chromatography (1:9 methanol:chloroform). The product reacts with ninhydrin on a TLC plate to give a ruddy brown product with an Rf of 0.3. The reaction mixture is filtered through diatomaceous earth to remove the catalyst, and the resulting filtrate is evaporated under reduced pressur... Reactants: COc1cccc(Br)c1, O=C1CCCN(Cc2ccccc2)C1, C1CCOC1, [Mg]. Yields the product COc1cccc(C2(O)CCCN(Cc3ccccc3)C2)c1. As a reaction SMILES: [Br:2][c:3]1[cH:4][c:5]([O:9][CH3:10])[cH:6][cH:7][cH:8]1.[CH2:11]([c:12]1[cH:13][cH:14][cH:15][cH:16][cH:17]1)[N:18]1[CH2:19][C:20](=[O:24])[CH2:21][CH2:22][CH2:23]1.[CH2:25]1[O:26][CH2:27][CH2:28][CH2:29]1.[Mg:1]>>[c:3]1([C:20]2([OH:24])[CH2:19][N:18]([CH2:11][c:12]3[cH:13][cH:14][cH:15][cH:16][cH:17]3)[CH2:23][CH2:22][CH2:21]2)[cH:4][c:5]([O:9][CH3:10])[cH:6][cH:7][cH:8]1. Reactants: CCCCCC, CCOC(=O)COCCCl, [N-]=[N+]=[N-], [Na+], CN(C)C=O, O. Yields the product CCOC(=O)COCCN=[N+]=[N-]. As a reaction SMILES: [CH3:15][CH2:16][CH2:17][CH2:18][CH2:19][CH3:20].[Cl:1][CH2:2][CH2:3][O:4][CH2:5][C:6](=[O:7])[O:8][CH2:9][CH3:10].[N-:12]=[N+:13]=[N-:14].[Na+:11].[O:22]=[CH:23][N:24]([CH3:25])[CH3:26].[OH2:21]>>[CH2:2]([CH2:3][O:4][CH2:5][C:6](=[O:7])[O:8][CH2:9][CH3:10])[N:12]=[N+:13]=[N-:14]. RXN SMILES: [CH2:1]([C:8]1[N:9]=[N:10][C:11]2[C:16]([C:17]=1[C:18]1[CH:19]=[C:20]([NH2:24])[CH:21]=[CH:22][CH:23]=1)=[CH:15][CH:14]=[CH:13][C:12]=2[Cl:25])[C:2]1[CH:7]=[CH:6][CH:5]=[CH:4]C=1.[CH3:26][C:27]1[C:28]2[CH:37]=[CH:36][CH:35]=[CH:34][C:29]=2[S:30][C:31]=1[CH:32]=O>>[Cl:25][C:12]1[CH:13]=[CH:14][CH:15]=[C:16]2[C:11]=1[N:10]=[N:9][C:8]([C:1]1[CH:4]=[CH:5][CH:6]=[CH:7][CH:2]=1)=[C:17]2[C:18]1[CH:19]=[C:20]([NH:24][CH2:32][C:31]2[S:30][C:29]3[CH:34]=[CH:35][CH:36]=[CH:37][C:28]=3[C:27]=2[CH3:26])[CH:21]=[CH:22][CH:23]=1. The product is ClC=1C=CC=C2C(=C(N=NC12)C1=CC=CC=C1)C=1C=C(C=CC1)NCC=1SC2=C(C1C)C=CC=C2 ([3-(8-Chloro-3-phenylcinnolin-4-yl)phenyl][(3-methyl-1-benzothien-2-yl)methyl]amine). Reported procedure: The title compound was prepared from [3-(3-benzyl-8-chlorocinnolin-4-yl)phenyl]amine and 3-methyl-benzo[b]thiophene-2-carbaldehyde according to the procedure of Step 5 Example 6. MS (ES) m/z 492.2. Starting materials: C(C1=CC=CC=C1)C=1N=NC2=C(C=CC=C2C1C=1C=C(C=CC1)N)Cl ([3-(3-benzyl-8-chlorocinnolin-4-yl)phenyl]amine), CC=1C2=C(SC1C=O)C=CC=C2 (3-methyl-benzo[b]thiophene-2-carbaldehyde). Starting materials: NC=1N(C=2N(C(C1N=O)=O)CCN2)CC2=CC=C(C=C2)Cl (7-Amino-2,3-Dihydro-8-[(4-Chlorophenyl)Methyl]-6-Nitrosoimidazo[1,2-a]Pyrimidin-5(8H)-One), C(=S)=S (carbon disulfide). The reagents and catalysts are [Pd] (palladium on carbon). The solvent is CO (MeOH). Run at time 16 hour. The product is O.ClC1=CC=C(C=C1)CN1C=2N(C(C=3NC(NC13)=S)=O)CCN2 (4-[(4-Chlorophenyl)Methyl]-2,3,6,7-Tetrahydro-2-Thioxo-1H-Imidazo[1,2-a]Purin-9(4H)-One Monohydrate). As a reaction SMILES: [NH2:1][C:2]1[N:3]([CH2:14][C:15]2[CH:20]=[CH:19][C:18]([Cl:21])=[CH:17][CH:16]=2)[C:4]2[N:5]([CH2:11][CH2:12][N:13]=2)[C:6](=[O:10])[C:7]=1[N:8]=[O:9].[C:22](=S)=[S:23]>[Pd].CO>[OH2:9].[Cl:21][C:18]1[CH:19]=[CH:20][C:15]([CH2:14][N:3]2[C:2]3[NH:1][C:22](=[S:23])[NH:8][C:7]=3[C:6](=[O:10])[N:5]3[CH2:11][CH2:12][N:13]=[C:4]23)=[CH:16][CH:17]=1 |f:4.5|. Procedure: A mixture of 5% palladium on carbon (1 g.) and 2.0 g. (0.0066 mole) of the product of Procedure 1 in MeOH (50 ml.) was hydrogenated until H2 uptake ceased. The catalyst was removed and carbon disulfide (0.5 g. 0.0066 mole) was added. The solution was refluxed for 4 hrs. and stirred at room temperature for 16 hrs. The mixture was concentrated in vacuo and the residue suspended in H2O (50 ml.), and refluxed for 6 hrs., cooled, and 1.55 g. of solid collected by filtration. The solid was dissolved i... Starting materials: N1=CC=CC=C1 (pyridine), N1=C(C=NC=C1)C(=O)Cl (pyrazinoyl chloride), C1(=CC=CC=C1)C1=CC=C(C=C1)O (4-phenyl-phenol). Solvent: C(Cl)Cl (methylene chloride). Yields the product N1=C(C=NC=C1)C(=O)O.C1(=CC=CC=C1)C1=CC=CC=C1 (p-Biphenyl Pyrazinoate). The yield is 45.3%. Reaction SMILES: [N:1]1[CH:6]=[CH:5][N:4]=[CH:3][C:2]=1[C:7](Cl)=[O:8].N1C=CC=CC=1.[C:16]1([C:22]2[CH:27]=[CH:26][C:25]([OH:28])=[CH:24][CH:23]=2)[CH:21]=[CH:20][CH:19]=[CH:18][CH:17]=1>C(Cl)Cl>[N:1]1[CH:6]=[CH:5][N:4]=[CH:3][C:2]=1[C:7]([OH:8])=[O:28].[C:16]1([C:22]2[CH:23]=[CH:24][CH:25]=[CH:26][CH:27]=2)[CH:21]=[CH:20][CH:19]=[CH:18][CH:17]=1 |f:4.5|. Procedure details: To 3.5 g (25 mmol) of pyrazinoyl chloride dissolved in methylene chloride (20 mL) and pyridine (2 mL) cooled to 0° C. in a 50 mL round bottom flask was added 4-phenyl-phenol (5.0 g, 30 mmol). Upon completion of the reaction and isolation as described above recrystallization from hexanes yielded 3.15 g (39% yield) of the crystalline title compound; m.p: 95°-98° C. Elemental Analysis: C17H12N2O2Calcd: C:73.90, H:4.38. Found: C:73.68, H:4.28.